This data is from the Open Reaction Database (ORD), a public repository of structured organic reaction records. The task is: describe an organic reaction: reactants, conditions, products, and yield The reactants are [OH-].[Na+] (NaOH), ice, CN(C1(CCC(CC1)=O)C1=CC=CC=C1)C (4-Dimethylamino-4-phenyl-cyclohexanone), C(C)OP(OCC)(=O)CC#N (cyanomethanephosphonic acid diethyl ester), ice water. Run in C(Cl)Cl (DCM). Run at time 2 hour. Product: CN(C1(CCC(CC1)=CC#N)C1=CC=CC=C1)C ((4-Dimethylamino-4-phenylcyclohexylidene)acetonitrile). Yield: 95.0%. RXN SMILES: [CH3:1][N:2]([CH3:16])[C:3]1([C:10]2[CH:15]=[CH:14][CH:13]=[CH:12][CH:11]=2)[CH2:8][CH2:7][C:6](=O)[CH2:5][CH2:4]1.C(OP([CH2:25][C:26]#[N:27])(=O)OCC)C.[OH-].[Na+]>C(Cl)Cl>[CH3:1][N:2]([CH3:16])[C:3]1([C:10]2[CH:15]=[CH:14][CH:13]=[CH:12][CH:11]=2)[CH2:8][CH2:7][C:6](=[CH:25][C:26]#[N:27])[CH2:5][CH2:4]1 |f:2.3|. Reported procedure: 4-Dimethylamino-4-phenyl-cyclohexanone (10.85 g, 50 mmole) and cyanomethanephosphonic acid diethyl ester (10.65 g, 12 mmole) were dissolved in DCM (100 ml). This solution was added dropwise with ice water cooling at a temperature of 5 to 10° C. with vigorous stirring to a solution of 40% aqueous NaOH (50 ml) and stirred for 2 h at RT. Working up was performed by combining the batch with ice (100 g). The organic phase was separated off. The aqueous phase was extracted with DCM (3×40 ml). The comb... Starting materials: [Al+3], CCOC(=O)N(CCc1ccc(C)o1)CC(=O)O, ClCCl, [Cl-], [Cl-], [Cl-], CN(C)C=O, O, O=S(Cl)Cl. Product: CCOC(=O)N1CCc2oc(C)cc2C(=O)C1. Reaction SMILES: [Al+3:29].[CH2:1]([CH3:2])[O:3][C:4](=[O:5])[N:6]([CH2:7][CH2:8][c:9]1[o:10][c:11]([CH3:14])[cH:12][cH:13]1)[CH2:15][C:16](=[O:17])[OH:18].[CH2:32]([Cl:33])[Cl:34].[Cl-:28].[Cl-:30].[Cl-:31].[O:23]=[CH:24][N:25]([CH3:26])[CH3:27].[OH2:35].[S:19]([Cl:20])([Cl:21])=[O:22]>>[CH2:1]([CH3:2])[O:3][C:4](=[O:5])[N:6]1[CH2:7][CH2:8][c:9]2[o:10][c:11]([CH3:14])[cH:12][c:13]2[C:16](=[O:18])[CH2:15]1. The reactants are CO (Methanol), C(C)(=O)O[C@H](C(=O)N1CCN(CC1)CC1=CC=CC=C1)C ((S)-1-(4-Benzylpiperazin-1-yl)-1-oxopropan-2-yl acetate), C(C)(=O)O[C@H](C(=O)N1CCN(CC1)CC1=CC=CC=C1)C ((S)-1-(4-Benzylpiperazin-1-yl)-1-oxopropan-2-yl acetate), O.[OH-].[Li+] (lithium hydroxide monohydrate), C(C)(=O)O (acetic acid). Solvent: O (water). Reaction conditions: temperature 5 celsius, time 2 hour. The product is C(C1=CC=CC=C1)N1CCN(CC1)C([C@H](C)O)=O ((S)-1-(4-Benzylpiperazin-1-yl)-2-hydroxypropan-1-one). Isolated yield 71.0%. As a reaction SMILES: CO.C([O:6][C@@H:7]([CH3:23])[C:8]([N:10]1[CH2:15][CH2:14][N:13]([CH2:16][C:17]2[CH:22]=[CH:21][CH:20]=[CH:19][CH:18]=2)[CH2:12][CH2:11]1)=[O:9])(=O)C.O.[OH-].[Li+].C(O)(=O)C>O>[CH2:16]([N:13]1[CH2:12][CH2:11][N:10]([C:8](=[O:9])[C@@H:7]([OH:6])[CH3:23])[CH2:15][CH2:14]1)[C:17]1[CH:18]=[CH:19][CH:20]=[CH:21][CH:22]=1 |f:2.3.4|. Reported procedure: Methanol (300 kg) was added to the residue from Example 7 containing (S)-1-(4-benzylpiperazin-1-yl)-1-oxopropan-2-yl acetate 4 and the mixture was cooled to 0-10° C. A solution of lithium hydroxide monohydrate (13.6 kg, 324 mol) in water (100 kg) was added at a rate to maintain the reaction temperature at 0-15° C. After aging for 2 h, the pH was adjusted to 7 at 5-15° C. with acetic acid (4.5 kg, 75 mol). The mixture was concentrated under reduced pressure. To the residue was added dichlorometha... The reactants are COC(=O)C=1NN=C(C1)OCC=1C(=NOC1C)C1=NC=C(C=C1)F (5-[3-(5-fluoro-pyridin-2-yl)-5-methyl-isoxazol-4-ylmethoxy]-2H-pyrazole-3-carboxylic acid methyl ester), COC(=O)C=1NN=C(C1)OCC=1C(=NOC1C)C1=CC=CC=C1 (5-(5-methyl-3-phenyl-isoxazol-4-ylmethoxy)-2H-pyrazole-3-carboxylic acid methyl ester), FC(CN)(F)F (2,2,2-trifluoroethylamine). The product is FC(CNC(=O)C=1NN=C(C1)OCC=1C(=NOC1C)C1=NC=C(C=C1)F)(F)F (5-[3-(5-Fluoro-pyridin-2-yl)-5-methyl-isoxazol-4-ylmethoxy]-2H-pyrazole-3-carboxylic acid (2,2,2-trifluoro-ethyl)-amide). Yield: 21.0%. RXN SMILES: CO[C:3]([C:5]1[NH:6][N:7]=[C:8]([O:10][CH2:11][C:12]2[C:13]([C:18]3[CH:23]=[CH:22][C:21]([F:24])=[CH:20][N:19]=3)=[N:14][O:15][C:16]=2[CH3:17])[CH:9]=1)=[O:4].COC(C1NN=C(OCC2C(C3C=CC=CC=3)=NOC=2C)C=1)=O.[F:48][C:49]([F:53])([F:52])[CH2:50][NH2:51]>>[F:48][C:49]([F:53])([F:52])[CH2:50][NH:51][C:3]([C:5]1[NH:6][N:7]=[C:8]([O:10][CH2:11][C:12]2[C:13]([C:18]3[CH:23]=[CH:22][C:21]([F:24])=[CH:20][N:19]=3)=[N:14][O:15][C:16]=2[CH3:17])[CH:9]=1)=[O:4]. Procedure details: As described for example 1b, 5-[3-(5-fluoro-pyridin-2-yl)-5-methyl-isoxazol-4-ylmethoxy]-2H-pyrazole-3-carboxylic acid methyl ester (100 mg, 0.3 mmol), instead of 5-(5-methyl-3-phenyl-isoxazol-4-ylmethoxy)-2H-pyrazole-3-carboxylic acid methyl ester, was converted, using 2,2,2-trifluoroethylamine instead of morpholine, to the title compound (25 mg, 21%), which was obtained as a white solid. MS: m/e=400.0 [M+H]+. Product: O1COC2=C1C=CC(=C2)C2=CC(=NC(=C2)C2=CC1=CC=CC=C1C=C2)C2=C(C=CC=C2)O (2-(4-benzo[1,3]dioxol-5-yl-6-naphthalen-2-yl-pyridin-2-yl)-phenol). Reported procedure: A mixture of 1-(2-hydroxyphenyl)-3-(3,4-methylenedioxyphenyl)-5-(naphthalen-2-yl)-1,5-pentanedione on Wang resin (2.7 g, 1.68 mmol), NH4OAc (1.0 g), and AcOH (1.5 mL) in dimethylformamide (40 mL) was heated at 100° C. for 18 h. The resin was filtered, and washed with dimethylformamide (×2) and alternating MEOH and CH2Cl2 (×5), and dried under high vacuum overnight. The dried resin was treated with 50% TFA/CH2Cl2 (15 ml) for 1 h. After filtration of the reaction mixture, the filtrate was concentr... RXN SMILES: [OH:1][C:2]1[CH:7]=[CH:6][CH:5]=[CH:4][C:3]=1[C:8](=O)[CH2:9][CH:10]([C:24]1[CH:29]=[CH:28][C:27]2[O:30][CH2:31][O:32][C:26]=2[CH:25]=1)[CH2:11][C:12]([C:14]1[CH:23]=[CH:22][C:21]2[C:16](=[CH:17][CH:18]=[CH:19][CH:20]=2)[CH:15]=1)=O.CC(O)=O.C[N:39](C)C=O>>[O:30]1[C:27]2[CH:28]=[CH:29][C:24]([C:10]3[CH:11]=[C:12]([C:14]4[CH:23]=[CH:22][C:21]5[C:20](=[CH:19][CH:18]=[CH:17][CH:16]=5)[CH:15]=4)[N:39]=[C:8]([C:3]4[CH:4]=[CH:5][CH:6]=[CH:7][C:2]=4[OH:1])[CH:9]=3)=[CH:25][C:26]=2[O:32][CH2:31]1. Reaction conditions: temperature 100 celsius. The reactants are OC1=C(C=CC=C1)C(CC(CC(=O)C1=CC2=CC=CC=C2C=C1)C1=CC2=C(C=C1)OCO2)=O (1-(2-hydroxyphenyl)-3-(3,4-methylenedioxyphenyl)-5-(naphthalen-2-yl)-1,5-pentanedione), resin, NH4OAc, CC(=O)O (AcOH), CN(C=O)C (dimethylformamide). Reactants: [BH4-], CCOC(=O)C1CCCC1=O, CCO, [Na+], O. The product is CCOC(=O)C1CCCC1O. RXN SMILES: [BH4-:12].[CH2:1]([CH3:2])[O:3][C:4](=[O:5])[CH:6]1[C:7](=[O:11])[CH2:8][CH2:9][CH2:10]1.[CH3:15][CH2:16][OH:17].[Na+:13].[OH2:14]>>[CH2:1]([CH3:2])[O:3][C:4](=[O:5])[CH:6]1[CH:7]([OH:11])[CH2:8][CH2:9][CH2:10]1.